Dataset: the Open Reaction Database (ORD), a public repository of structured organic reaction records. Task: describe an organic reaction: reactants, conditions, products, and yield The reactants are OCC=1C=C2N3CC4NC4C(C(C2=C(C1)O)=C)(O3)O (4-Hydroxymethyl-8-methylene-14-oxa-1,11-diazatetracyclo[7.4.1.02,7.010,12 ]tetradeca-2,4,6-triene-6,9-diol), C(C)(=O)OC(C)=O (acetic anhydride). Run in N1=CC=CC=C1 (pyridine). Conditions: time 8 hour. Yields the product C(C)(=O)OC=1C=C(C=C2N3CC4N(C4C(C(C12)=C)(O3)O)C(C)=O)COC(C)=O (4-acetoxymethyl-11-acetyl-9-hydroxy-8-methylene-14-oxa-1,11-diazatetracyclo[7.4.1.02,7.010,12 ]tetradeca-2,4,6-trien-6-yl acetate). Reaction SMILES: [OH:1][CH2:2][C:3]1[CH:4]=[C:5]2[C:13](=[C:14]([OH:16])[CH:15]=1)[C:12](=[CH2:17])[C:11]1([OH:19])[O:18][N:6]2[CH2:7][CH:8]2[CH:10]1[NH:9]2.C(O[C:24](=[O:26])[CH3:25])(=O)C>N1C=CC=CC=1>[C:2]([O:16][C:14]1[CH:15]=[C:3]([CH2:2][O:1][C:24](=[O:26])[CH3:25])[CH:4]=[C:5]2[C:13]=1[C:12](=[CH2:17])[C:11]1([OH:19])[O:18][N:6]2[CH2:7][CH:8]2[CH:10]1[N:9]2[C:14](=[O:16])[CH3:13])(=[O:1])[CH3:3]. Reported procedure: 4-Hydroxymethyl-8-methylene-14-oxa-1,11-diazatetracyclo[7.4.1.02,7.010,12 ]tetradeca-2,4,6-triene-6,9-diol (10 mg) was dissolved in pyridine (1 ml). To this solution was added acetic anhydride (100 μl), and the mixture was allowed to stand at room temperature overnight. The reaction mixture was evaporated to dryness in vacuo and the residual oil was subjected to preparative thin layer chromatography, which was developed with a mixture of methanol and chloroform (5:95, v/v) to give 4-acetoxymethy... Starting materials: OC1=CC=C2CCCC(C2=C1)=O (7-hydroxy-1-tetralone), BrCCCOC (1-bromo-3-methoxypropane), [I-].[K+] (potassium iodide), C([O-])([O-])=O.[K+].[K+] (potassium carbonate). Run in O (water), C(C)#N (acetonitrile). Reaction conditions: temperature 80 celsius, time 23 hour. Product: COCCCOC1=CC=C2CCCC(C2=C1)=O (7-(3-methoxypropoxy)-3,4-dihydronaphthalen-1(2H)-one). Reaction SMILES: [OH:1][C:2]1[CH:11]=[C:10]2[C:5]([CH2:6][CH2:7][CH2:8][C:9]2=[O:12])=[CH:4][CH:3]=1.Br[CH2:14][CH2:15][CH2:16][O:17][CH3:18].[I-].[K+].C(=O)([O-])[O-].[K+].[K+]>C(#N)C.O>[CH3:18][O:17][CH2:16][CH2:15][CH2:14][O:1][C:2]1[CH:11]=[C:10]2[C:5]([CH2:6][CH2:7][CH2:8][C:9]2=[O:12])=[CH:4][CH:3]=1 |f:2.3,4.5.6|. Reported procedure: To a solution of 7-hydroxy-1-tetralone (4.05 g) in acetonitrile (75 mL) were added 1-bromo-3-methoxypropane (4.59 g), potassium iodide (415 mg) and potassium carbonate (5.18 g), and the mixture was heated to stir at 80° C. for 23 hours. To the reaction mixture was added water under ice-cooling, and then the mixture was extracted with ethyl acetate. The organic layer was washed with saturated saline, dried over sodium sulfate, and then concentrated under reduced pressure. The resulting residue wa... Starting materials: COC1=C(C=C(C=C1)[N+](=O)[O-])C(C(=O)O)N1CCN(CCN(CCN(CC1)CC(=O)O)CC(=O)O)CC(=O)O (α-(2-methoxy-5-nitrophenyl)-1,4,7,10-tetraazacyclododecane-1,4,7,10-tetraacetic acid), [H][H] (hydrogen). The reagents and catalysts are [Pt]=O (platinum oxide). Run in O (water). Yields the product [NH4+].[NH4+].[NH4+].[NH4+].COC1=C(C=C(C=C1)N)C(C(=O)[O-])N1CCN(CCN(CCN(CC1)CC(=O)[O-])CC(=O)[O-])CC(=O)[O-] (α-(2-methoxy-5-aminophenyl)-1,4,7,10-tetraazacyclododecane-1,4,7,10-tetraacetic acid, tetraammonium salt). Isolated yield 420.2%. Reaction SMILES: [CH3:1][O:2][C:3]1[CH:8]=[CH:7][C:6]([N+:9]([O-])=O)=[CH:5][C:4]=1[CH:12]([N:16]1[CH2:27][CH2:26][N:25]([CH2:28][C:29]([OH:31])=[O:30])[CH2:24][CH2:23][N:22]([CH2:32][C:33]([OH:35])=[O:34])[CH2:21][CH2:20][N:19]([CH2:36][C:37]([OH:39])=[O:38])[CH2:18][CH2:17]1)[C:13]([OH:15])=[O:14].[H][H]>O.[Pt]=O>[NH4+:9].[NH4+:9].[NH4+:9].[NH4+:9].[CH3:1][O:2][C:3]1[CH:8]=[CH:7][C:6]([NH2:9])=[CH:5][C:4]=1[CH:12]([N:16]1[CH2:27][CH2:26][N:25]([CH2:28][C:29]([O-:31])=[O:30])[CH2:24][CH2:23][N:22]([CH2:32][C:33]([O-:35])=[O:34])[CH2:21][CH2:20][N:19]([CH2:36][C:37]([O-:39])=[O:38])[CH2:18][CH2:17]1)[C:13]([O-:15])=[O:14] |f:4.5.6.7.8|. Procedure: To a solution of α-(2-methoxy-5-nitrophenyl)-1,4,7,10-tetraazacyclododecane-1,4,7,10-tetraacetic acid (157 mg) (prepared by the procedure of Example 11) in water (20 ml) was added platinum oxide (20 mg). This mixture was hydrogenated (1 atmosphere hydrogen) for 1 hour at room temperature. After filtration, the material was further purified by chromatography (silica gel, Solvent System 5) to yield the title compound (141 mg) as an off-white solid, and characterized by: Starting materials: O=C1CC[C@@H]([C@H](C1)C(=O)OC)C(=O)N1CCN(CC1)C1=CC=CC=C1 (methyl(1S,2S)-5-oxo-2-[(4-phenylpiperazin-1-yl)carbonyl]-cyclohexanecarboxylate), C1(=CC=CC=C1)[Mg]Br (phenylmagnesium bromide). The solvent is O1CCCC1 (tetrahydrofuran), O1CCCC1 (tetrahydrofuran). Reaction conditions: temperature -78 celsius, time 1 hour. The product is OC1(CC[C@@H]([C@H](C1)C(=O)OC)C(=O)N1CCN(CC1)C1=CC=CC=C1)C1=CC=CC=C1 (methyl(1S,2S)-5-hydroxy-5-phenyl-2-[(4-phenylpiperazin-1-yl)carbonyl]-cyclohexanecarboxylate). Reaction SMILES: [O:1]=[C:2]1[CH2:7][C@H:6]([C:8]([O:10][CH3:11])=[O:9])[C@@H:5]([C:12]([N:14]2[CH2:19][CH2:18][N:17]([C:20]3[CH:25]=[CH:24][CH:23]=[CH:22][CH:21]=3)[CH2:16][CH2:15]2)=[O:13])[CH2:4][CH2:3]1.[C:26]1([Mg]Br)[CH:31]=[CH:30][CH:29]=[CH:28][CH:27]=1>O1CCCC1>[OH:1][C:2]1([C:26]2[CH:31]=[CH:30][CH:29]=[CH:28][CH:27]=2)[CH2:7][C@H:6]([C:8]([O:10][CH3:11])=[O:9])[C@@H:5]([C:12]([N:14]2[CH2:19][CH2:18][N:17]([C:20]3[CH:25]=[CH:24][CH:23]=[CH:22][CH:21]=3)[CH2:16][CH2:15]2)=[O:13])[CH2:4][CH2:3]1. Procedure details: To a stirred solution of methyl(1S,2S)-5-oxo-2-[(4-phenylpiperazin-1-yl)carbonyl]-cyclohexanecarboxylate (130.0 mg, 0.0003775 mol) in anhydrous tetrahydrofuran (4.0 mL, 0.049 mol) at −78° C. was added 1.00 M of phenylmagnesium bromide in tetrahydrofuran (0.755 mL). The reaction mixture was stirred at −78° C. for 1 h, then slowly warmed to −35° C. over 3 h. The reaction was quenched with saturated aqueous NH4Cl (20 mL), extracted with EtOAc (2×). The combined organic layers were washed with brine... Reactants: ice water, crude product, BrC1=CC(=C(C(=C1)C)O)CC (4-bromo-2-ethyl-6-methylphenol), BrCCCOC1=CC=C(C=C1)OC(F)(F)F (1-(3-bromopropyloxy)-4-trifluoromethoxybenzene), C([O-])([O-])=O.[K+].[K+] (potassium carbonate). Solvent: CN(C=O)C (N,N-dimethylformamide). The product is BrC1=CC(=C(C(=C1)C)OCCCOC1=CC=C(C=C1)OC(F)(F)F)CC (4-bromo-2-ethyl-6-methyl-1-[3-(4-trifluoromethoxyphenoxy)propyloxy]benzene). The yield is 89.9%. RXN SMILES: [Br:1][C:2]1[CH:7]=[C:6]([CH3:8])[C:5]([OH:9])=[C:4]([CH2:10][CH3:11])[CH:3]=1.Br[CH2:13][CH2:14][CH2:15][O:16][C:17]1[CH:22]=[CH:21][C:20]([O:23][C:24]([F:27])([F:26])[F:25])=[CH:19][CH:18]=1.C(=O)([O-])[O-].[K+].[K+]>CN(C)C=O>[Br:1][C:2]1[CH:7]=[C:6]([CH3:8])[C:5]([O:9][CH2:13][CH2:14][CH2:15][O:16][C:17]2[CH:22]=[CH:21][C:20]([O:23][C:24]([F:25])([F:26])[F:27])=[CH:19][CH:18]=2)=[C:4]([CH2:10][CH3:11])[CH:3]=1 |f:2.3.4|. Procedure: To a mixture of 10 g of 4-bromo-2-ethyl-6-methylphenol, 14.0 g of 1-(3-bromopropyloxy)-4-trifluoromethoxybenzene and 100 ml of N,N-dimethylformamide was added 7 g of potassium carbonate, while stirring at room temperature. After stirring at room temperature for 12 hours, the reaction mixture was poured into ice water, and extracted twice with 200 ml of diethyl ether. The combined ether layer was washed with water, dried with anhydrous magnesium sulfate, and concentrated to obtain a crude product... Reactants: O.NN (Hydrazine monohydrate), BrC1=C(C=CC=C1)C(C(=O)OC)CCCCl (methyl 2-(2-bromophenyl)-5-chloropentanoate), O.NN (Hydrazine monohydrate). Run in C(C)O (ethanol). Reaction conditions: time 3 hour. Product: NN1C(C(CCC1)C1=C(C=CC=C1)Br)=O (1-amino-3-(2-bromophenyl)piperidin-2-one). Reaction SMILES: O.[NH2:2][NH2:3].[Br:4][C:5]1[CH:10]=[CH:9][CH:8]=[CH:7][C:6]=1[CH:11]([CH2:16][CH2:17][CH2:18]Cl)[C:12](OC)=[O:13]>C(O)C>[NH2:2][N:3]1[CH2:18][CH2:17][CH2:16][CH:11]([C:6]2[CH:7]=[CH:8][CH:9]=[CH:10][C:5]=2[Br:4])[C:12]1=[O:13] |f:0.1|. Reported procedure: A solution of methyl 2-bromophenylacetate (2.0 g) in DMF (5 mL) was added to a suspension of sodium hydride (containing mineral oil at 40%, 384 mg) in DMF (20 mL) under ice-cooling. The reaction solution was stirred for 10 minutes, further stirred at room temperature for 30 minutes and then ice-cooled again. A solution of 1-chloro-3-iodopropane (1.96 g) in DMF (5 mL) was added to the reaction mixture, and the reaction solution was stirred at room temperature overnight. Water and ethyl acetate we... Reactants: NC1=C(C=C(C(=C1)Cl)Cl)NC(C1=C(C=C(C=C1)C#N)OCC)=O (N-(2-amino-4,5-dichlorophenyl)-2-ethoxy-4-cyanobenzamide), O=P12OP3(=O)OP(=O)(O1)OP(=O)(O2)O3 (P2O5), O=P12OP3(=O)OP(=O)(O1)OP(=O)(O2)O3 (P2O5). Solvent: C=1(C(=CC=CC1)C)C (xylene). Product: Cl.ClC1=CC2=C(N=C(N2)C2=C(C=C(C=C2)C#N)OCC)C=C1Cl (5,6-Dichloro-2-(4-cyano-2-ethoxyphenyl)benzimidazole hydrochloride). Yield: 165.2%. Reaction SMILES: [NH2:1][C:2]1[CH:7]=[C:6]([Cl:8])[C:5]([Cl:9])=[CH:4][C:3]=1[NH:10][C:11](=O)[C:12]1[CH:17]=[CH:16][C:15]([C:18]#[N:19])=[CH:14][C:13]=1[O:20][CH2:21][CH3:22].O=P12OP3(OP(OP(O3)(O1)=O)(=O)O2)=O>C1(C)C(C)=CC=CC=1>[ClH:8].[Cl:9][C:5]1[C:6]([Cl:8])=[CH:7][C:2]2[N:1]=[C:11]([C:12]3[CH:17]=[CH:16][C:15]([C:18]#[N:19])=[CH:14][C:13]=3[O:20][CH2:21][CH3:22])[NH:10][C:3]=2[CH:4]=1 |f:3.4|. Procedure: A suspension of N-(2-amino-4,5-dichlorophenyl)-2-ethoxy-4-cyanobenzamide (19 g, 54.2 mmol) and P2O5 (19 g, 134 mmol) in xylene (380 ml) was refluxed for 24 h. Additional P2O5 (9.5 g, 67 mmol) was added and the mixture was refluxed for 48 h. Solvent was removed under reduced pressure. The residue was treated with 30% NaOH (80 ml) and water (100 ml) and then acidified with 37% HCl. The solid was filtered, washed with water and dried under vacuum at 50° C. to give 16.5 g of the title compound as a ... Product: CS(=O)(=O)OCCC1(OC(=O)c2ccccc2)CC1. RXN SMILES: [C:1]([c:2]1[cH:3][cH:4][cH:5][cH:6][cH:7]1)(=[O:8])[O:9][C:10]1([CH2:13][CH2:14][OH:15])[CH2:11][CH2:12]1.[CH3:16][S:17]([Cl:18])(=[O:19])=[O:20].[Cl:21][CH2:22][Cl:23]>>[C:1]([c:2]1[cH:3][cH:4][cH:5][cH:6][cH:7]1)(=[O:8])[O:9][C:10]1([CH2:13][CH2:14][O:15][S:17]([CH3:16])(=[O:19])=[O:20])[CH2:11][CH2:12]1. Starting materials: O=C(OC1(CCO)CC1)c1ccccc1, CS(=O)(=O)Cl, ClCCl. As a reaction SMILES: [CH3:1][C:2]1[O:6][C:5]([C:7]2[CH:12]=[CH:11][CH:10]=[CH:9][CH:8]=2)=[N:4][C:3]=1[CH2:13][C:14]#[N:15].C([O-])(=O)C.[Na+].[H][H]>[Co]>[CH3:1][C:2]1[O:6][C:5]([C:7]2[CH:12]=[CH:11][CH:10]=[CH:9][CH:8]=2)=[N:4][C:3]=1[CH2:13][CH2:14][NH2:15] |f:1.2|. The reactants are CC1=C(N=C(O1)C1=CC=CC=C1)CC#N ((5-Methyl-2-phenyl-oxazol-4-yl)-acetonitrile), C(C)(=O)[O-].[Na+] (sodium acetate), [H][H] (hydrogen). The reagents and catalysts are [Co] (Cobalt). Procedure: This example was run in an analogous manner as example 5 but using 6.00 g (30 mmol) of (5-Methyl-2-phenyl-oxazol-4-yl)-acetonitrile in the presence of 0.60 g of wet Raney Cobalt catalyst (Johnson Matthey 8B0022, wet, ca. 50 weight %) in the presence of 50 mg of sodium acetate as modifier in a 185 mL autoclave at 70° C. under 9 bar of hydrogen pressure for 1.5 h. Removal of the catalyst by filtration, evaporation of the solvents and drying (50° C./10 mbar/2 h) afforded 6.27 g of 2-(5-Methyl-2-phe... Yields the product CC1=C(N=C(O1)C1=CC=CC=C1)CCN (2-(5-Methyl-2-phenyl-oxazol-4-yl)-ethylamine). The yield is 103.3%. Reactants: atmosphere, CO (methanol), C(C)(C)(C)OC(=O)[C@H]1N([C@H](SC1)C1=C(C(=CC=C1)F)F)C(CNC(NC=1C=C(C=CC1)C(C(=O)OCC1=CC=CC=C1)C)=O)=O (benzyl 2-{3-{3-{2-[(2R,4R)-4-tert-butoxycarbonyl-2-(2,3-difluorophenyl)-3-thiazolidinyl]-2-oxoethyl}ureido}phenyl}propionate), C(=O)[O-].[NH4+] (ammonium formate). The reagents and catalysts are [Pd] (palladium on charcoal). Solvent: [OH-].[Na+] (sodium hydroxide). Reaction conditions: temperature 25 celsius. The product is C(C)(C)(C)OC(=O)[C@H]1N([C@H](SC1)C1=C(C(=CC=C1)F)F)C(CNC(NC=1C=C(C=CC1)C(C(=O)O)C)=O)=O (2-{3-{3-{2-[(2R,4R)-4-tert-butoxycarbonyl-2-(2,3-difluorophenyl)-3-thiazolidinyl]-2-oxoethyl}ureido}phenyl}propionic acid). Isolated yield 84.3%. RXN SMILES: CO.[C:3]([O:7][C:8]([C@@H:10]1[CH2:14][S:13][C@H:12]([C:15]2[CH:20]=[CH:19][CH:18]=[C:17]([F:21])[C:16]=2[F:22])[N:11]1[C:23](=[O:47])[CH2:24][NH:25][C:26](=[O:46])[NH:27][C:28]1[CH:29]=[C:30]([CH:34]([CH3:45])[C:35]([O:37]CC2C=CC=CC=2)=[O:36])[CH:31]=[CH:32][CH:33]=1)=[O:9])([CH3:6])([CH3:5])[CH3:4].C([O-])=O.[NH4+]>[Pd].[OH-].[Na+]>[C:3]([O:7][C:8]([C@@H:10]1[CH2:14][S:13][C@H:12]([C:15]2[CH:20]=[CH:19][CH:18]=[C:17]([F:21])[C:16]=2[F:22])[N:11]1[C:23](=[O:47])[CH2:24][NH:25][C:26](=[O:46])[NH:27][C:28]1[CH:29]=[C:30]([CH:34]([CH3:45])[C:35]([OH:37])=[O:36])[CH:31]=[CH:32][CH:33]=1)=[O:9])([CH3:5])([CH3:4])[CH3:6] |f:2.3,5.6|. Procedure details: In an inert atmosphere 20 cm3 of methanol are slowly added to a flask containing 1.38 g of benzyl 2-{3-{3-{2-[(2R,4R)-4-tert-butoxycarbonyl-2-(2,3-difluorophenyl)-3-thiazolidinyl]-2-oxoethyl}ureido}phenyl}propionate (B form), 0.85 g of ammonium formate and 1.38 g of 10% palladium on charcoal. The reaction mixture is heated under reflux for 1 hour, then cooled to a temperature in the vicinity of 25° C. The catalyst is then removed by filtration and the filtrate is concentrated to dryness under re...